This data is from the Open Reaction Database (ORD), a public repository of structured organic reaction records. The task is: describe an organic reaction: reactants, conditions, products, and yield The reactants are COC=1C=C2CCC(C2=CC1C)=O (5-methoxy-6-methylindanone), BrCC(=O)OCC (ethyl bromoacetate). Reagents/catalysts: [Zn] (Zn). Solvent: C1CCOC1 (THF), C1CCOC1 (THF). Yields the product COC=1C=C2CCC(C2=CC1C)=CC(=O)OCC (Ethyl (5-methoxy-6-methyl-2,3-dihydro-1H-inden-1-ylidene)acetate). Isolated yield 55.4%. RXN SMILES: [CH3:1][O:2][C:3]1[CH:4]=[C:5]2[C:9](=[CH:10][C:11]=1[CH3:12])[C:8](=O)[CH2:7][CH2:6]2.Br[CH2:15][C:16]([O:18][CH2:19][CH3:20])=[O:17]>C1COCC1.[Zn]>[CH3:1][O:2][C:3]1[CH:4]=[C:5]2[C:9](=[CH:10][C:11]=1[CH3:12])[C:8](=[CH:15][C:16]([O:18][CH2:19][CH3:20])=[O:17])[CH2:7][CH2:6]2. Reported procedure: To a mixture of activated Zn dust (1.46 g, 22.3 mmol) in THF (10 mL), a solution of 5-methoxy-6-methylindanone (2.62 g, 14.8 mmol, from Step B) from and ethyl bromoacetate (2.14 mL, 19.3 mmol) in THF (15 mL) were added dropwise via cannula. The reaction was heated to reflux for 45 min and cooled to ambient temperature. The reaction was quenched into 2 N HCl and extracted with EtOAc. The organic layer was washed with H2O, brine, dried over MgSO4, and filtered. Solvents were removed in vacuo, and ... The reactants are [OH-].[NH4+] (ammonium hydroxide), COC=1C=C(C=C2C=C(NC12)C(=O)O)OC1=NC=C(C=C1)S(=O)(=O)C (7-methoxy-5-{[5-(methylsulfonyl)pyridin-2-yl]oxy}-1H-indole-2-carboxylic acid), Cl.C(C)N=C=NCCCN(C)C (N-ethyl-N′-(3-dimethylaminopropyl)carbodiimide hydrochloride), ON1N=NC2=C1C=CC=C2 (1-hydroxybenzotriazole). Run in CN(C=O)C (N,N-dimethylformamide). Reaction conditions: temperature 50 celsius, time 25 minute. The product is COC=1C=C(C=C2C=C(NC12)C(=O)N)OC1=NC=C(C=C1)S(=O)(=O)C (7-Methoxy-5-{[5-(methylsulfonyl)pyridin-2-yl]oxy}-1H-indole-2-carboxamide). The yield is 96.1%. RXN SMILES: [CH3:1][O:2][C:3]1[CH:4]=[C:5]([O:15][C:16]2[CH:21]=[CH:20][C:19]([S:22]([CH3:25])(=[O:24])=[O:23])=[CH:18][N:17]=2)[CH:6]=[C:7]2[C:11]=1[NH:10][C:9]([C:12]([OH:14])=O)=[CH:8]2.Cl.C([N:29]=C=NCCCN(C)C)C.ON1C2C=CC=CC=2N=N1.[OH-].[NH4+]>CN(C)C=O>[CH3:1][O:2][C:3]1[CH:4]=[C:5]([O:15][C:16]2[CH:21]=[CH:20][C:19]([S:22]([CH3:25])(=[O:24])=[O:23])=[CH:18][N:17]=2)[CH:6]=[C:7]2[C:11]=1[NH:10][C:9]([C:12]([NH2:29])=[O:14])=[CH:8]2 |f:1.2,4.5|. Procedure: A mixture of 7-methoxy-5-{[5-(methylsulfonyl)pyridin-2-yl]oxy}-1H-indole-2-carboxylic acid (2.18 g), N-ethyl-N′-(3-dimethylaminopropyl)carbodiimide hydrochloride (2.3 g), 1-hydroxybenzotriazole (1.6 g) and N,N-dimethylformamide (20 ml) was stirred at 50° C. for 25 min. The mixture was cooled to room temperature, and 10% aqueous ammonium hydroxide solution (3 mL) was added to the mixture. After stirring at room temperature for 2 days, the mixture was concentrated under reduced pressure. Water was... Starting materials: C(CCCCCCCCCCCCCCCCC)N(CCCO)CCCCCCCCCCCCCCCCCC (N,N-dioctadecyl-3-aminopropanol), CS(=O)(=O)Cl (methanesulfonyl chloride), C(O)CN (Ethanolamine). The solvent is C(Cl)(Cl)Cl (chloroform), C(Cl)(Cl)Cl (chloroform). Yields the product OCCNCCCN(CCCCCCCCCCCCCCCCCC)CCCCCCCCCCCCCCCCCC (N-(2-Hydroxyethyl)-N',N'-Dioctadecyl-1,3-Propanediamine). RXN SMILES: [CH2:1]([N:19]([CH2:24][CH2:25][CH2:26][CH2:27][CH2:28][CH2:29][CH2:30][CH2:31][CH2:32][CH2:33][CH2:34][CH2:35][CH2:36][CH2:37][CH2:38][CH2:39][CH2:40][CH3:41])[CH2:20][CH2:21][CH2:22]O)[CH2:2][CH2:3][CH2:4][CH2:5][CH2:6][CH2:7][CH2:8][CH2:9][CH2:10][CH2:11][CH2:12][CH2:13][CH2:14][CH2:15][CH2:16][CH2:17][CH3:18].CS(Cl)(=O)=O.[CH2:47]([CH2:49][NH2:50])[OH:48]>C(Cl)(Cl)Cl>[OH:48][CH2:47][CH2:49][NH:50][CH2:22][CH2:21][CH2:20][N:19]([CH2:24][CH2:25][CH2:26][CH2:27][CH2:28][CH2:29][CH2:30][CH2:31][CH2:32][CH2:33][CH2:34][CH2:35][CH2:36][CH2:37][CH2:38][CH2:39][CH2:40][CH3:41])[CH2:1][CH2:2][CH2:3][CH2:4][CH2:5][CH2:6][CH2:7][CH2:8][CH2:9][CH2:10][CH2:11][CH2:12][CH2:13][CH2:14][CH2:15][CH2:16][CH2:17][CH3:18]. Reported procedure: To a stirred solution of N,N-dioctadecyl-3-aminopropanol (1.16 g., 2 mM.) in chloroform (30 ml.) is added methanesulfonyl chloride (0.285 g., 2.5 mM.) and the mixture stirred for seventy-five minutes. Ethanolamine (1.22 g., 20 mM.) is added and the mixture refluxed for forty-five minutes, then cooled and diluted with chloroform (200 ml.). The chloroform solution is washed successively with aqueous sodium hydroxide (5 percent), water and saturated aqueous sodium chloride. It is then dried (Na2SO4...